From a dataset of the Open Reaction Database (ORD), a public repository of structured organic reaction records. describe an organic reaction: reactants, conditions, products, and yield The reactants are ClC=1C=C(C2=C(NC(O2)=O)C1)[N+](=O)[O-] (5-Chloro-7-nitro-1,3-benzoxazol-2(3H)-one). The reagents and catalysts are [Pd] (Pd/C). Run in CCO (EtOH). Reaction conditions: time 18 hour. Yields the product NC1=CC=CC=2NC(OC21)=O (7-Amino-1,3-benzoxazol-2(3H)-one). Reaction SMILES: Cl[C:2]1[CH:3]=[C:4]([N+:12]([O-])=O)[C:5]2[O:9][C:8](=[O:10])[NH:7][C:6]=2[CH:11]=1>CCO.[Pd]>[NH2:12][C:4]1[C:5]2[O:9][C:8](=[O:10])[NH:7][C:6]=2[CH:11]=[CH:2][CH:3]=1. Reported procedure: To a solution of 5-chloro-7-nitro-1,3-benzoxazol-2(3H)-one from Step A (1.10 g, 5.13 mmol) in EtOH (50 mL) was added 10% Pd/C (300 mg). The reaction mixture was shaken in a Parr aparatus under a hydrogen atmosphere (40 p.s.i.) for 18 h, then filtered through a Celite pad, washing with EtOH, and the filtrate was concentrated under reduced pressure to give the title compound. MS: m/z=151 (M+1). Starting materials: NC(=S)N (thiourea), BrC(C(=O)O)CC (2-bromobutyric acid). Yields the product [Br-].C(=O)(O)C(CC)SC(=[NH2+])N (2-(1-carboxypropyl)thiouronium bromide). The yield is 79.0%. RXN SMILES: [NH2:1][C:2]([NH2:4])=[S:3].[Br:5][CH:6]([CH2:10][CH3:11])[C:7]([OH:9])=[O:8]>>[Br-:5].[C:7]([CH:6]([S:3][C:2]([NH2:4])=[NH2+:1])[CH2:10][CH3:11])([OH:9])=[O:8] |f:2.3|. Procedure: Example 1 was repeated with thiourea and 2-bromobutyric acid, affording the title compound in a yield of 79%. The reactants are CCOC(=O)CCc1ccc(N2CCN(c3ccc(Br)cc3)C2=O)cc1, [Na+], C1CCOC1, [OH-], O. The product is O=C(O)CCc1ccc(N2CCN(c3ccc(Br)cc3)C2=O)cc1. As a reaction SMILES: [Br:1][c:2]1[cH:3][cH:4][c:5]([N:8]2[C:9](=[O:26])[N:10]([c:13]3[cH:14][cH:15][c:16]([CH2:19][CH2:20][C:21](=[O:22])[O:23][CH2:24][CH3:25])[cH:17][cH:18]3)[CH2:11][CH2:12]2)[cH:6][cH:7]1.[Na+:33].[O:27]1[CH2:28][CH2:29][CH2:30][CH2:31]1.[OH-:32].[OH2:34]>>[Br:1][c:2]1[cH:3][cH:4][c:5]([N:8]2[C:9](=[O:26])[N:10]([c:13]3[cH:14][cH:15][c:16]([CH2:19][CH2:20][C:21](=[O:22])[OH:23])[cH:17][cH:18]3)[CH2:11][CH2:12]2)[cH:6][cH:7]1. Starting materials: CC1=CC=C(C=C1)CC(C)=O (4-methylphenylacetone), ClC=1C=C(C=CC1)C(CN)O (2-(3-chlorophenyl)-2-hydroxyethanamine). Solvent: C1=CC=CC=C1 (benzene). Yields the product CC1=CC=C(C=C1)CC(C)NCC(C1=CC(=CC=C1)Cl)O (N-[2-(4-Methylphenyl)-1-methylethyl]-2-hydroxy-2-(3-chlorophenyl)ethanamine). Yield: 56.3%. As a reaction SMILES: [CH3:1][C:2]1[CH:7]=[CH:6][C:5]([CH2:8][C:9](=O)[CH3:10])=[CH:4][CH:3]=1.[Cl:12][C:13]1[CH:14]=[C:15]([CH:19]([OH:22])[CH2:20][NH2:21])[CH:16]=[CH:17][CH:18]=1>C1C=CC=CC=1>[CH3:1][C:2]1[CH:7]=[CH:6][C:5]([CH2:8][CH:9]([NH:21][CH2:20][CH:19]([OH:22])[C:15]2[CH:16]=[CH:17][CH:18]=[C:13]([Cl:12])[CH:14]=2)[CH3:10])=[CH:4][CH:3]=1. Procedure: A mixture of 4-methylphenylacetone (1.56 g) and 2-(3-chlorophenyl)-2-hydroxyethanamine (1.81 g) was refluxed in benzene (70 ml) under Dean & Stark conditions for 4 h. The solvent was removed under reduced pressure, replaced with ethanol (100 ml) and the solution hydrogenated using Pt as catalyst. The filtered solution was evaported and the residual oil chromatographed on Kieselgel 60 (150 g). Elution with 1% methanol-chloroform gave the title compound (1.8 g) as an oil. Crystallisation from hexa...